This data is from the Open Reaction Database (ORD), a public repository of structured organic reaction records. The task is: describe an organic reaction: reactants, conditions, products, and yield The reactants are [OH-].[NH4+] (ammonium hydroxide), C(C)OC=C(C(=O)OCC)C(=O)C(=O)OCC (diethyl ethoxymethyleneoxalacetate), CN(C(=C)C=1OC=CC1)C (1-dimethylamino-1-(2-furyl)ethylene). The solvent is C(C)O (ethanol), C(C)O (ethanol). Reaction conditions: time 2 hour. Yields the product O1C(=CC=C1)C1=CC=C(C(=N1)C(=O)OCC)C(=O)OCC (diethyl 6-(2-furyl)pyridine-2,3-dicarboxylate). Reaction SMILES: C(O[CH:4]=[C:5]([C:11]([C:13]([O:15][CH2:16][CH3:17])=[O:14])=O)[C:6]([O:8][CH2:9][CH3:10])=[O:7])C.C[N:19](C)[C:20]([C:22]1[O:23][CH:24]=[CH:25][CH:26]=1)=[CH2:21].[OH-].[NH4+]>C(O)C>[O:23]1[CH:24]=[CH:25][CH:26]=[C:22]1[C:20]1[N:19]=[C:11]([C:13]([O:15][CH2:16][CH3:17])=[O:14])[C:5]([C:6]([O:8][CH2:9][CH3:10])=[O:7])=[CH:4][CH:21]=1 |f:2.3|. Reported procedure: A solution of 147 g of diethyl ethoxymethyleneoxalacetate in 600 mL of absolute ethanol is stirred at 5° C. while a solution of 68.8 g of 1-dimethylamino-1-(2-furyl)ethylene in 400 mL of absolute ethanol is added dropwise over 1 hour. After stirring for an additional 2 hours, the reaction mixture is treated with 250 mL of concentrated aqueous ammonium hydroxide. The resulting mixture is stirred at ambient temperature overnight and then concentrated in vacuo. Chromatography of the residue on sili... Starting materials: COC(=O)C=1N=C(NC(C1O)=O)CC1=C(C=CC=C1)Br (2-(2-bromo-benzyl)-5-hydroxy-6-oxo-1,6-dihydro-pyrimidine-4-carboxylic acid methyl ester), ClC1=CC=C(CN)C=C1 (4-chlorobenzylamine). The product is ClC1=CC=C(CNC(=O)C=2N=C(NC(C2O)=O)CC2=C(C=CC=C2)Br)C=C1 (2-(2-bromo-benzyl)-5-hydroxy-6-oxo-1,6-dihydro-pyrimidine-4-carboxylic acid 4-chloro-benzylamide). RXN SMILES: CO[C:3]([C:5]1[N:6]=[C:7]([CH2:13][C:14]2[CH:19]=[CH:18][CH:17]=[CH:16][C:15]=2[Br:20])[NH:8][C:9](=[O:12])[C:10]=1[OH:11])=[O:4].[Cl:21][C:22]1[CH:29]=[CH:28][C:25]([CH2:26][NH2:27])=[CH:24][CH:23]=1>>[Cl:21][C:22]1[CH:29]=[CH:28][C:25]([CH2:26][NH:27][C:3]([C:5]2[N:6]=[C:7]([CH2:13][C:14]3[CH:19]=[CH:18][CH:17]=[CH:16][C:15]=3[Br:20])[NH:8][C:9](=[O:12])[C:10]=2[OH:11])=[O:4])=[CH:24][CH:23]=1. Procedure details: The compound was prepared according to the same procedure as in Example 21 using 2-(2-bromo-benzyl)-5-hydroxy-6-oxo-1,6-dihydro-pyrimidine-4-carboxylic acid methyl ester (0.08 g; 0.236 mmol) and 4-chlorobenzylamine (0.5 ml; 4.1 mmol). The title compound was prepared as a white solid (0.042 g; 39%). LCMS: m/z=449 (MH+).